From a dataset of the Open Reaction Database (ORD), a public repository of structured organic reaction records. describe an organic reaction: reactants, conditions, products, and yield The reactants are ClC1=C(C=C(C=C1)Cl)C(C=CN(C)C)=O (2',5'-dichloro-3-dimethylaminoacrylophenone), NC1=NNC=C1C#N (3-aminopyrazole-4-carbonitrile). Run in C(C)(=O)O (acetic acid), O (water). Yields the product ClC1=C(C=C(C=C1)Cl)C1=CC=NC=2N1N=CC2C#N (7-(2,5-dichlorophenyl)pyrazolo[1,5-a]pyrimidine-3-carbonitrile). The yield is 92.5%. RXN SMILES: [Cl:1][C:2]1[CH:7]=[CH:6][C:5]([Cl:8])=[CH:4][C:3]=1[C:9](=O)[CH:10]=[CH:11][N:12]([CH3:14])C.N[C:17]1[C:21]([C:22]#[N:23])=C[NH:19][N:18]=1>C(O)(=O)C.O>[Cl:1][C:2]1[CH:7]=[CH:6][C:5]([Cl:8])=[CH:4][C:3]=1[C:9]1[N:19]2[N:18]=[CH:17][C:21]([C:22]#[N:23])=[C:14]2[N:12]=[CH:11][CH:10]=1. Reported procedure: A mixture of 98.3 g of 2',5'-dichloro-3-dimethylaminoacrylophenone and 43.5 g of 3-aminopyrazole-4-carbonitrile in one liter of glacial acetic acid was heated at reflux for 63/4 hours. The reaction mixture was cooled and diluted with water to provide a precipitate which was collected, washed with water and dried in vacuo to give 107.6 g of 7-(2,5-dichlorophenyl)pyrazolo[1,5-a]pyrimidine-3-carbonitrile as pale yellow crystals, mp 202°-204° C. Starting materials: [Cl-], Cl, [Na+], [Na+], CC(=O)NC1CCC(=O)c2sccc21, [OH-], O. Product: NC1CCC(=O)c2sccc21. Reaction SMILES: [Cl-:19].[ClH:15].[Na+:17].[Na+:18].[O:1]=[C:2]1[CH2:3][CH2:4][CH:5]([NH:11][C:12](=[O:13])[CH3:14])[c:6]2[c:7]1[s:8][cH:9][cH:10]2.[OH-:16].[OH2:20]>>[O:1]=[C:2]1[CH2:3][CH2:4][CH:5]([NH2:11])[c:6]2[c:7]1[s:8][cH:9][cH:10]2.